This data is from the Open Reaction Database (ORD), a public repository of structured organic reaction records. The task is: describe an organic reaction: reactants, conditions, products, and yield The reactants are C(C(C)(C)C)C1=CC(=C(C=C1)NC(C)=O)[N+](=O)[O-] (N-(4-neopentyl-2-nitrophenyl)acetamide), [OH-].[Na+] (sodium hydroxide). The solvent is O (water). Reaction conditions: temperature 90 celsius. Yields the product C(C(C)(C)C)C1=CC(=C(N)C=C1)[N+](=O)[O-] (4-Neopentyl-2-nitroaniline). Isolated yield 86.0%. Reaction SMILES: [CH2:1]([C:6]1[CH:11]=[CH:10][C:9]([NH:12]C(=O)C)=[C:8]([N+:16]([O-:18])=[O:17])[CH:7]=1)[C:2]([CH3:5])([CH3:4])[CH3:3].[OH-].[Na+]>O>[CH2:1]([C:6]1[CH:11]=[CH:10][C:9]([NH2:12])=[C:8]([N+:16]([O-:18])=[O:17])[CH:7]=1)[C:2]([CH3:5])([CH3:4])[CH3:3] |f:1.2|. Procedure: A suspension of N-(4-neopentyl-2-nitrophenyl)acetamide (Preparation 87, 3.0 g, 12.0 mmol) in aqueous sodium hydroxide (6.0 M, 20 mL, 120 mmol) was heated at 90° C. for 36 hours. After cooling, a small amount of water was added and the mixture extracted with dichloromethane (5×). The organic layers were combined, dried over anhydrous magnesium sulphate, filtered, and concentrated in vacuo to provide the title compound (2.15 g, 90%) as a yellow solid. The reactants are O=C1N(CN(C12CCNCC2)C2=CC=CC=C2)CC2=C(C(=O)OC(C)(C)C)C=CC=C2 (tert-butyl 2-((4-oxo-1-phenyl-1,3,8-triazaspiro[4.5]decan-3-yl)methyl)benzoate), [I-].[Na+] (sodium iodide), C([O-])([O-])=O.[K+].[K+] (potassium carbonate), ClCCCN1C(C(C2=CC=CC=C12)(C)C)=O (1-(3-chloropropyl)-3,3-dimethylindolin-2-one). Run in CC(CC)=O (2-butanone). Conditions: temperature 78 celsius, time 18 hour. The product is CC1(C(N(C2=CC=CC=C12)CCCN1CCC2(C(N(CN2C2=CC=CC=C2)CC2=C(C(=O)OC(C)(C)C)C=CC=C2)=O)CC1)=O)C (tert-butyl 2-((8-(3-(3,3-dimethyl-2-oxoindolin-1-yl)propyl)-4-oxo-1-phenyl-1,3,8-triazaspiro[4.5]decan-3-yl)methyl)benzoate). Yield: 68.8%. RXN SMILES: [O:1]=[C:2]1[C:6]2([CH2:11][CH2:10][NH:9][CH2:8][CH2:7]2)[N:5]([C:12]2[CH:17]=[CH:16][CH:15]=[CH:14][CH:13]=2)[CH2:4][N:3]1[CH2:18][C:19]1[CH:31]=[CH:30][CH:29]=[CH:28][C:20]=1[C:21]([O:23][C:24]([CH3:27])([CH3:26])[CH3:25])=[O:22].[I-].[Na+].C(=O)([O-])[O-].[K+].[K+].Cl[CH2:41][CH2:42][CH2:43][N:44]1[C:52]2[C:47](=[CH:48][CH:49]=[CH:50][CH:51]=2)[C:46]([CH3:54])([CH3:53])[C:45]1=[O:55]>CC(=O)CC>[CH3:54][C:46]1([CH3:53])[C:47]2[C:52](=[CH:51][CH:50]=[CH:49][CH:48]=2)[N:44]([CH2:43][CH2:42][CH2:41][N:9]2[CH2:8][CH2:7][C:6]3([N:5]([C:12]4[CH:13]=[CH:14][CH:15]=[CH:16][CH:17]=4)[CH2:4][N:3]([CH2:18][C:19]4[CH:31]=[CH:30][CH:29]=[CH:28][C:20]=4[C:21]([O:23][C:24]([CH3:27])([CH3:25])[CH3:26])=[O:22])[C:2]3=[O:1])[CH2:11][CH2:10]2)[C:45]1=[O:55] |f:1.2,3.4.5|. Procedure: To a solution of tert-butyl 2-((4-oxo-1-phenyl-1,3,8-triazaspiro[4.5]decan-3-yl)methyl)benzoate (0.175 g, 0.42 mmol), sodium iodide (0.019 g, 0.13 mmol) and potassium carbonate (0.087 g, 0.63 mmol) in 2-butanone (5 mL), was added 1-(3-chloropropyl)-3,3-dimethylindolin-2-one (0.098 g, 0.42 mmol). After stirring at 78° C. for 18 hours, the reaction mixture was filtered and isolated by preparatory TLC (10% methanol/dichloromethane) to obtain the title compound (0.18 g, 69%); 1H NMR (DMSO-d6): δ 1.2... The reactants are [OH-].[Na+] (sodium hydroxide), N1CCCC1 (Pyrrolidine), O1CC(C1)=O (3-Oxetanone), C[Si](C)(C)C#N (trimethylsilyl cyanide). Solvent: C(C)(=O)O (acetic acid), ClCCl (dichloromethane). Run at time 8 hour. The product is N1(CCCC1)C1(COC1)C#N (3-pyrrolidin-1-yl-oxetane-3-carbonitrile). RXN SMILES: [NH:1]1[CH2:5][CH2:4][CH2:3][CH2:2]1.[O:6]1[CH2:9][C:8](=O)[CH2:7]1.C[Si]([C:15]#[N:16])(C)C.[OH-].[Na+]>ClCCl.C(O)(=O)C>[N:1]1([C:8]2([C:15]#[N:16])[CH2:9][O:6][CH2:7]2)[CH2:5][CH2:4][CH2:3][CH2:2]1 |f:3.4|. Procedure: Pyrrolidine (7.4 g, 104 mmol) was slowly added at 0° C. to acetic acid (33 mL). 3-Oxetanone (1.5 g, 21 mmol) and trimethylsilyl cyanide (5.3 g, 52 mmol) were also added at 0° C. The reaction mixture was stirred at room temperature overnight and diluted with 100 mL dichloromethane. 32% sodium hydroxide solution was pH-9 (˜50 mL). The mixture was extracted twice with dichloromethane. The combined organic phases were dried on sodium sulfate, filtered and carefully evaporated. Purification of the re...